From a dataset of the Open Reaction Database (ORD), a public repository of structured organic reaction records. describe an organic reaction: reactants, conditions, products, and yield Starting materials: Cl (hydrochloric acid), C(C)(C)C=1C=C(C=O)C=C(C1OCCN1CCOCC1)C(C)C (3,5-diisopropyl-4-(2-morpholin-4-ylethoxy)-benzaldehyde), BrC=1C=C2CC(NC2=CC1)=O (5-bromo-2-oxindole), N1CCCC1 (pyrrolidine). The solvent is C(C)O (ethanol). Run at time 12 hour. Yields the product BrC=1C=C2C(C(NC2=CC1)=O)=CC1=CC(=C(C(=C1)C(C)C)OCCN1CCOCC1)C(C)C (5-bromo-3-[3,5-diisopropyl-4-(2-morpholin-4-ylethoxy)-benzylidene]-1,3-dihydroindol-2-one). Isolated yield 12.4%. Reaction SMILES: [CH:1]([C:4]1[CH:5]=[C:6]([CH:9]=[C:10]([CH:21]([CH3:23])[CH3:22])[C:11]=1[O:12][CH2:13][CH2:14][N:15]1[CH2:20][CH2:19][O:18][CH2:17][CH2:16]1)[CH:7]=O)([CH3:3])[CH3:2].[Br:24][C:25]1[CH:26]=[C:27]2[C:31](=[CH:32][CH:33]=1)[NH:30][C:29](=[O:34])[CH2:28]2.N1CCCC1.Cl>C(O)C>[Br:24][C:25]1[CH:26]=[C:27]2[C:31](=[CH:32][CH:33]=1)[NH:30][C:29](=[O:34])[C:28]2=[CH:7][C:6]1[CH:5]=[C:4]([CH:1]([CH3:3])[CH3:2])[C:11]([O:12][CH2:13][CH2:14][N:15]2[CH2:20][CH2:19][O:18][CH2:17][CH2:16]2)=[C:10]([CH:21]([CH3:23])[CH3:22])[CH:9]=1. Procedure: A mixture of 3,5-diisopropyl-4-(2-morpholin-4-ylethoxy)-benzaldehyde (0.4 g), 5-bromo-2-oxindole (0.27 g) and pyrrolidine (0.5 ml) in ethanol (2 ml) was held in a sealed tube at 100° C. for 12 hours. The mixture was then added to 1N hydrochloric acid (100 ml) and the solids removed by filtration and washed with more water (50 ml). The solids were then dissolved in ethyl acetate (200 ml), the solution washed with 1N hydrochloric acid (75 ml) and brine (75 ml), dried with magnesium sulfate and con... Reactants: COC(=O)C(=Cc1ccc(Cl)c(F)c1)C(=O)OC(C)(C)C, CO, CCOC(C)=O. The product is COC(=O)C(Cc1ccc(Cl)c(F)c1)C(=O)OC(C)(C)C. RXN SMILES: [C:1]([CH3:2])([CH3:3])([CH3:4])[O:5][C:6](=[O:7])[C:8]([C:9](=[O:10])[O:11][CH3:12])=[CH:13][c:14]1[cH:15][c:16]([F:21])[c:17]([Cl:20])[cH:18][cH:19]1.[CH3:22][OH:23].[CH3:24][CH2:25][O:26][C:27]([CH3:28])=[O:29]>>[C:1]([CH3:2])([CH3:3])([CH3:4])[O:5][C:6](=[O:7])[CH:8]([C:9](=[O:10])[O:11][CH3:12])[CH2:13][c:14]1[cH:15][c:16]([F:21])[c:17]([Cl:20])[cH:18][cH:19]1. Reactants: O=C[C@H](O)[C@@H](O)[C@H](O)CO (D-xylose), C(C)(C)N (isopropylamine), ClCCN=C=O (2-chloroethyl isocyanate). The product is ClCCNC(=O)N(C1[C@H](O)[C@@H](O)[C@H](O)CO1)C(C)C (1-(2-chloroethyl)-3-isopropyl-3-D-xylopyranosylurea). Yield: 67.5%. Reaction SMILES: O=[CH:2][C@@H:3]([C@H:5]([C@@H:7]([CH2:9][OH:10])[OH:8])[OH:6])[OH:4].[CH:11]([NH2:14])([CH3:13])[CH3:12].[Cl:15][CH2:16][CH2:17][N:18]=[C:19]=[O:20]>>[Cl:15][CH2:16][CH2:17][NH:18][C:19]([N:14]([CH:11]([CH3:13])[CH3:12])[CH:9]1[O:10][CH2:2][C@@H:3]([OH:4])[C@H:5]([OH:6])[C@H:7]1[OH:8])=[O:20]. Procedure details: 3.0 g of D-xylose, 2.5 g of isopropylamine and 2.5 g of 2-chloroethyl isocyanate are treated in the same manner as described in Example 5-(1). 4.0 g of 1-(2-chloroethyl)-3-isopropyl-3-D-xylopyranosylurea are thereby obtained as colorless caramel. The reactants are CC(=O)O, COC(=O)c1nccn(C2C=CC(COC(c3ccccc3)(c3ccccc3)c3ccccc3)C2)c1=O, O. Yields the product COC(=O)c1nccn(C2C=CC(CO)C2)c1=O. Reaction SMILES: [CH3:38][C:39](=[O:40])[OH:41].[O:1]=[c:2]1[c:3]([C:34](=[O:35])[O:36][CH3:37])[n:4][cH:5][cH:6][n:7]1[CH:8]1[CH:9]=[CH:10][CH:11]([CH2:13][O:14][C:15]([c:16]2[cH:17][cH:18][cH:19][cH:20][cH:21]2)([c:22]2[cH:23][cH:24][cH:25][cH:26][cH:27]2)[c:28]2[cH:29][cH:30][cH:31][cH:32][cH:33]2)[CH2:12]1.[OH2:42]>>[O:1]=[c:2]1[c:3]([C:34](=[O:35])[O:36][CH3:37])[n:4][cH:5][cH:6][n:7]1[CH:8]1[CH:9]=[CH:10][CH:11]([CH2:13][OH:14])[CH2:12]1. Reactants: NC(Cc1ccc(O)cc1)C(=O)O, [Na+], [OH-], O. The product is NC(Cc1ccc(O)cc1)C(=O)O. RXN SMILES: [NH2:1][CH:2]([CH2:3][c:4]1[cH:5][cH:6][c:7]([OH:8])[cH:9][cH:10]1)[C:11]([OH:12])=[O:13].[Na+:15].[OH-:14].[OH2:16]>>[NH2:1][CH:2]([CH2:3][c:4]1[cH:5][cH:6][c:7]([OH:8])[cH:9][cH:10]1)[C:11](=[O:12])[OH:13]. Reactants: BrB(Br)Br, COc1c(C)c(C)c2c(c1C)C(C(=O)O)C(C)(C)O2, ClCCl. Yields the product Cc1c(C)c2c(c(C)c1O)C(C(=O)O)C(C)(C)O2. Reaction SMILES: [B:1]([Br:2])([Br:3])[Br:4].[CH3:5][O:6][c:7]1[c:8]([CH3:23])[c:9]([CH3:22])[c:10]2[c:11]([c:20]1[CH3:21])[CH:12]([C:17](=[O:18])[OH:19])[C:13]([CH3:15])([CH3:16])[O:14]2.[Cl:24][CH2:25][Cl:26]>>[OH:6][c:7]1[c:8]([CH3:23])[c:9]([CH3:22])[c:10]2[c:11]([c:20]1[CH3:21])[CH:12]([C:17](=[O:18])[OH:19])[C:13]([CH3:15])([CH3:16])[O:14]2. The reactants are CCO, FC(F)(F)c1ccc(CCl)cc1, S=C1NC(c2ccccc2)C(c2ccccc2)N1. Yields the product Cl, FC(F)(F)c1ccc(CSC2=NC(c3ccccc3)C(c3ccccc3)N2)cc1. Reaction SMILES: [CH3:31][CH2:32][OH:33].[F:19][C:20]([c:21]1[cH:22][cH:23][c:24]([CH2:25][Cl:26])[cH:27][cH:28]1)([F:29])[F:30].[c:1]1([CH:7]2[NH:8][C:9](=[S:18])[NH:10][CH:11]2[c:12]2[cH:13][cH:14][cH:15][cH:16][cH:17]2)[cH:2][cH:3][cH:4][cH:5][cH:6]1>>[ClH:26].[c:1]1([CH:7]2[NH:8][C:9]([S:18][CH2:25][c:24]3[cH:23][cH:22][c:21]([C:20]([F:19])([F:29])[F:30])[cH:28][cH:27]3)=[N:10][CH:11]2[c:12]2[cH:13][cH:14][cH:15][cH:16][cH:17]2)[cH:2][cH:3][cH:4][cH:5][cH:6]1.